Dataset: the Open Reaction Database (ORD), a public repository of structured organic reaction records. Task: describe an organic reaction: reactants, conditions, products, and yield Starting materials: N[C@H]1[C@@H](CN(CC1)C(=O)OCC)O (ethyl trans-4-amino-3-hydroxy-1-piperidinecarboxylate), C1(OC(C2=CC=CC=C12)=O)=O (1,3-dihydroisobenzofuran-1,3-dione), CC1=CC=CC=C1 (methylbenzene). Run in O (water). Product: O=C1N(C(C2=CC=CC=C12)=O)[C@H]1[C@@H](CN(CC1)C(=O)OCC)O (ethyl trans-4-(1,3-dihydro-1,3-dioxo-2H-isoindol-2-yl)-3-hydroxy-1-piperidinecarboxylate). RXN SMILES: [NH2:1][C@@H:2]1[CH2:7][CH2:6][N:5]([C:8]([O:10][CH2:11][CH3:12])=[O:9])[CH2:4][C@H:3]1[OH:13].[C:14]1(=O)[C:22]2[C:17](=[CH:18][CH:19]=[CH:20][CH:21]=2)[C:16](=[O:23])[O:15]1.CC1C=CC=CC=1>O>[O:15]=[C:14]1[C:22]2[C:17](=[CH:18][CH:19]=[CH:20][CH:21]=2)[C:16](=[O:23])[N:1]1[C@@H:2]1[CH2:7][CH2:6][N:5]([C:8]([O:10][CH2:11][CH3:12])=[O:9])[CH2:4][C@H:3]1[OH:13]. Procedure: A mixture of 4.7 parts of ethyl trans-4-amino-3-hydroxy-1-piperidinecarboxylate, 3.7 parts of 1,3-dihydroisobenzofuran-1,3-dione and 45 parts of methylbenzene was stirred and refluxed for 2 hours using a water-separator. The reaction mixture was decanted from some insoluble tar. The methylbenzene-phase was evaporated in vacuo in a boiling water-bath. The residue was boiled in 2,2'-oxybispropane. After cooling, the solvent was decanted. The remaining oil solidified on scratching in 2,2'-oxybispro... The reactants are N#Cc1cc(Br)ccc1CN1CCOCC1, O=C([O-])[O-], CCN(c1cc(B2OC(C)(C)C(C)(C)O2)cc(C(=O)NCc2c(C)cc(C)[nH]c2=O)c1C)C1CCOCC1, [Na+], [Na+], C1COCCO1, O, c1ccc(P(c2ccccc2)(c2ccccc2)[Pd](P(c2ccccc2)(c2ccccc2)c2ccccc2)(P(c2ccccc2)(c2ccccc2)c2ccccc2)P(c2ccccc2)(c2ccccc2)c2ccccc2)cc1. Product: CCN(c1cc(-c2ccc(CN3CCOCC3)c(C#N)c2)cc(C(=O)NCc2c(C)cc(C)[nH]c2=O)c1C)C1CCOCC1. Reaction SMILES: [Br:1][c:2]1[cH:3][cH:4][c:5]([CH2:10][N:11]2[CH2:12][CH2:13][O:14][CH2:15][CH2:16]2)[c:6]([C:7]#[N:8])[cH:9]1.[C:55](=[O:56])([O-:57])[O-:58].[CH3:17][c:18]1[c:19]([CH2:26][NH:27][C:28]([c:29]2[c:30]([CH3:53])[c:31]([N:44]([CH:45]3[CH2:46][CH2:47][O:48][CH2:49][CH2:50]3)[CH2:51][CH3:52])[cH:32][c:33]([B:35]3[O:36][C:37]([CH3:38])([CH3:39])[C:40]([CH3:41])([CH3:42])[O:43]3)[cH:34]2)=[O:54])[c:20](=[O:25])[nH:21][c:22]([CH3:24])[cH:23]1.[Na+:59].[Na+:60].[O:61]1[CH2:62][CH2:63][O:64][CH2:65][CH2:66]1.[OH2:67].[cH:68]1[cH:69][cH:70][c:71]([P:72]([Pd:73]([P:74]([c:75]2[cH:76][cH:77][cH:78][cH:79][cH:80]2)([c:81]2[cH:82][cH:83][cH:84][cH:85][cH:86]2)[c:87]2[cH:88][cH:89][cH:90][cH:91][cH:92]2)([P:93]([c:94]2[cH:95][cH:96][cH:97][cH:98][cH:99]2)([c:100]2[cH:101][cH:102][cH:103][cH:104][cH:105]2)[c:106]2[cH:107][cH:108][cH:109][cH:110][cH:111]2)[P:112]([c:113]2[cH:114][cH:115][cH:116][cH:117][cH:118]2)([c:119]2[cH:120][cH:121][cH:122][cH:123][cH:124]2)[c:125]2[cH:126][cH:127][cH:128][cH:129][cH:130]2)([c:131]2[cH:132][cH:133][cH:134][cH:135][cH:136]2)[c:137]2[cH:138][cH:139][cH:140][cH:141][cH:142]2)[cH:143][cH:144]1>>[c:2]1(-[c:33]2[cH:32][c:31]([N:44]([CH:45]3[CH2:46][CH2:47][O:48][CH2:49][CH2:50]3)[CH2:51][CH3:52])[c:30]([CH3:53])[c:29]([C:28]([NH:27][CH2:26][c:19]3[c:18]([CH3:17])[cH:23][c:22]([CH3:24])[nH:21][c:20]3=[O:25])=[O:54])[cH:34]2)[cH:3][cH:4][c:5]([CH2:10][N:11]2[CH2:12][CH2:13][O:14][CH2:15][CH2:16]2)[c:6]([C:7]#[N:8])[cH:9]1. Procedure details: A 2 dram round bottomed vial was charged with (Z)-5-((2-(4-(aminomethyl)piperidin-1-yl)pyrimidin-4-yl)methylene)imidazolidine-2,4-dione (17 mg, 0.056 mmol), 6-(thiophen-3-yl)picolinaldehyde (10.64 mg, 0.056 mmol, 1 equiv.), diisopropylethylamine (0.1 mL, 0.573 mmol, 10 equiv.), and DMSO (1 mL). The reaction mixture was shaken for 1 h at room temperature then treated with sodium triacetoxyhydroborate (23.83 mg, 0.112 mmol, 2 equiv.) and DCM (0.5 mL). The reaction mixture was shaken overnight. The... The reactants are NCC1CCN(CC1)C1=NC=CC(=N1)\C=C/1\C(NC(N1)=O)=O ((Z)-5-((2-(4-(aminomethyl)piperidin-1-yl)pyrimidin-4-yl)methylene)imidazolidine-2,4-dione), S1C=C(C=C1)C1=CC=CC(=N1)C=O (6-(thiophen-3-yl)picolinaldehyde), C(C)(C)N(CC)C(C)C (diisopropylethylamine), [Na] (sodium). Yields the product S1C=C(C=C1)C1=CC=CC(=N1)CNCC1CCN(CC1)C1=NC=CC(=N1)\C=C/1\C(NC(N1)=O)=O ((Z)-5-((2-(4-((((6-(thiophen-3-yl)pyridin-2-yl)methyl)amino)methyl)piperidin-1-yl)pyrimidin-4-yl)methylene)imidazolidine-2,4-dione). Reaction SMILES: [NH2:1][CH2:2][CH:3]1[CH2:8][CH2:7][N:6]([C:9]2[N:14]=[C:13](/[CH:15]=[C:16]3/[C:17](=[O:22])[NH:18][C:19](=[O:21])[NH:20]/3)[CH:12]=[CH:11][N:10]=2)[CH2:5][CH2:4]1.[S:23]1[CH:27]=[CH:26][C:25]([C:28]2[N:33]=[C:32]([CH:34]=O)[CH:31]=[CH:30][CH:29]=2)=[CH:24]1.C(N(C(C)C)CC)(C)C.[Na]>C(Cl)Cl.CS(C)=O>[S:23]1[CH:27]=[CH:26][C:25]([C:28]2[N:33]=[C:32]([CH2:34][NH:1][CH2:2][CH:3]3[CH2:4][CH2:5][N:6]([C:9]4[N:14]=[C:13](/[CH:15]=[C:16]5/[C:17](=[O:22])[NH:18][C:19](=[O:21])[NH:20]/5)[CH:12]=[CH:11][N:10]=4)[CH2:7][CH2:8]3)[CH:31]=[CH:30][CH:29]=2)=[CH:24]1 |^1:44|. Yield: 36.8%. Conditions: time 1 hour. Run in CS(=O)C (DMSO), C(Cl)Cl (DCM). The reactants are C1(=CC=CC=C1)[C@H](C)NC1=CN=CC(=N1)N1C=NC2=C1C=CC(=C2)N (1-(6-{[(1S)-1-phenylethyl]amino}pyrazin-2-yl)-1H-benzimidazol-5-amine), Cl.C(C1=CC=NC=C1)(=O)Cl (isonicotinoyl chloride hydrochloride). Yields the product C1(=CC=CC=C1)[C@H](C)NC1=CN=CC(=N1)N1C=NC2=C1C=CC(=C2)NC(C2=CC=NC=C2)=O (N-[1-(6-{[(1S)-1-phenylethyl]amino}pyrazin-2-yl)-1H-benzimidazol-5-yl]isonicotinamide). Isolated yield 23.0%. RXN SMILES: [C:1]1([C@@H:7]([NH:9][C:10]2[N:15]=[C:14]([N:16]3[C:20]4[CH:21]=[CH:22][C:23]([NH2:25])=[CH:24][C:19]=4[N:18]=[CH:17]3)[CH:13]=[N:12][CH:11]=2)[CH3:8])[CH:6]=[CH:5][CH:4]=[CH:3][CH:2]=1.Cl.[C:27](Cl)(=[O:34])[C:28]1[CH:33]=[CH:32][N:31]=[CH:30][CH:29]=1>>[C:1]1([C@@H:7]([NH:9][C:10]2[N:15]=[C:14]([N:16]3[C:20]4[CH:21]=[CH:22][C:23]([NH:25][C:27](=[O:34])[C:28]5[CH:33]=[CH:32][N:31]=[CH:30][CH:29]=5)=[CH:24][C:19]=4[N:18]=[CH:17]3)[CH:13]=[N:12][CH:11]=2)[CH3:8])[CH:6]=[CH:5][CH:4]=[CH:3][CH:2]=1 |f:1.2|. Reported procedure: In a procedure analogous to example 32, reaction of 1-(6-{[(1S)-1-phenylethyl]amino}pyrazin-2-yl)-1H-benzimidazol-5-amine (33 mg, 0.10 mmol) and isonicotinoyl chloride hydrochloride (20 mg, 0.11 mmol) furnished the product (10 mg, 23%) after chromatography. Reactants: O=C1N=C(SC2=C1C=CC=C2)C2=NC=CC(=C2)C2N(CCC2)C(=O)OC(C)(C)C (tert-Butyl 2-[2-(4-oxo-4H-1,3-benzothiazin-2-yl)-4-pyridyl]-1-pyrrolidinecarboxylate), C(C)(=O)OCC.Cl (hydrogen chloride-ethyl acetate). The solvent is C(C)(=O)OCC (ethyl acetate). Run at time 30 minute. The product is Cl.N1C(CCC1)C1=CC(=NC=C1)C=1SC2=C(C(N1)=O)C=CC=C2 (2-[4-(2-Pyrrolidinyl)-2-pyridyl]-4H-1,3-benzothiazine-4-one hydrochloride salt). The yield is 31.0%. RXN SMILES: [O:1]=[C:2]1[C:7]2[CH:8]=[CH:9][CH:10]=[CH:11][C:6]=2[S:5][C:4]([C:12]2[CH:17]=[C:16]([CH:18]3[CH2:22][CH2:21][CH2:20][N:19]3C(OC(C)(C)C)=O)[CH:15]=[CH:14][N:13]=2)=[N:3]1.C(OCC)(=O)C.[ClH:36]>C(OCC)(=O)C>[ClH:36].[NH:19]1[CH2:20][CH2:21][CH2:22][CH:18]1[C:16]1[CH:15]=[CH:14][N:13]=[C:12]([C:4]2[S:5][C:6]3[CH:11]=[CH:10][CH:9]=[CH:8][C:7]=3[C:2](=[O:1])[N:3]=2)[CH:17]=1 |f:1.2,4.5|. Reported procedure: tert-Butyl 2-[2-(4-oxo-4H-1,3-benzothiazin-2-yl)-4-pyridyl]-1-pyrrolidinecarboxylate (0.40 g, 0.97 mmol) was dissolved in ethyl acetate (25 ml), and 4 N hydrogen chloride-ethyl acetate solution (8 ml) was added dropwise thereto at room temperature. The mixture was stirred at the same temperature for 30 minutes. The precipitates were collected by filtration and recrystallized from diethyl ether-methanol to give the titled compound (0.10 g, 31%) as white crystals. The reactants are C(C1=CC=CC=C1)OC(=O)N(CCCCC(=O)O)C (5-[[(benzyloxy)carbonyl](methyl)amino]valeric acid), NC[C@H]1CN(C(O1)=O)C1=CC=C(C=C1)N1C(COCC1)=O (4-{4-[(5S)-5-(aminomethyl)-2-oxo-1,3-oxazolidin-3-yl]phenyl}morpholin-3-one). Product: CN(C(OCC1=CC=CC=C1)=O)CCCCC(NC[C@H]1CN(C(O1)=O)C1=CC=C(C=C1)N1C(COCC1)=O)=O (Benzyl methyl-{5-oxo-5-[({(5S)-2-oxo-3-[4-(3-oxomorpholin-4-yl)phenyl]-1,3-oxazolidin-5-yl}-methyl)amino]pentyl}carbamate). Reaction SMILES: [CH2:1]([O:8][C:9]([N:11]([CH3:19])[CH2:12][CH2:13][CH2:14][CH2:15][C:16]([OH:18])=O)=[O:10])[C:2]1[CH:7]=[CH:6][CH:5]=[CH:4][CH:3]=1.[NH2:20][CH2:21][C@@H:22]1[O:26][C:25](=[O:27])[N:24]([C:28]2[CH:33]=[CH:32][C:31]([N:34]3[CH2:39][CH2:38][O:37][CH2:36][C:35]3=[O:40])=[CH:30][CH:29]=2)[CH2:23]1>>[CH3:19][N:11]([CH2:12][CH2:13][CH2:14][CH2:15][C:16](=[O:18])[NH:20][CH2:21][C@@H:22]1[O:26][C:25](=[O:27])[N:24]([C:28]2[CH:33]=[CH:32][C:31]([N:34]3[CH2:39][CH2:38][O:37][CH2:36][C:35]3=[O:40])=[CH:30][CH:29]=2)[CH2:23]1)[C:9](=[O:10])[O:8][CH2:1][C:2]1[CH:3]=[CH:4][CH:5]=[CH:6][CH:7]=1. Procedure details: 32 mg (0.119 mmol) of 5-[[(benzyloxy)carbonyl](methyl)amino]valeric acid are reacted as carboxyl component by General Procedure 1 with compound (B).